From a dataset of the Open Reaction Database (ORD), a public repository of structured organic reaction records. describe an organic reaction: reactants, conditions, products, and yield Starting materials: C(C1=CC=CC=C1)C1NCCC2=CC=CC=C12 (1-Benzyl-1,2,3,4-tetrahydroisoquinoline), BrCC(=O)Br (2-bromoacetyl bromide), ClC1=C(CN)C=CC=C1 (2-chlorobenzylamine). RXN SMILES: [CH2:1]([CH:8]1[C:17]2[C:12](=[CH:13][CH:14]=[CH:15][CH:16]=2)[CH2:11][CH2:10][NH:9]1)[C:2]1[CH:7]=[CH:6][CH:5]=[CH:4][CH:3]=1.Br[CH2:19][C:20](Br)=[O:21].[Cl:23][C:24]1[CH:31]=[CH:30][CH:29]=[CH:28][C:25]=1[CH2:26][NH2:27]>>[CH2:1]([CH:8]1[C:17]2[C:12](=[CH:13][CH:14]=[CH:15][CH:16]=2)[CH2:11][CH2:10][N:9]1[CH2:19][C:20]([NH:27][CH2:26][C:25]1[CH:28]=[CH:29][CH:30]=[CH:31][C:24]=1[Cl:23])=[O:21])[C:2]1[CH:3]=[CH:4][CH:5]=[CH:6][CH:7]=1. Procedure: prepared by reaction of 1-Benzyl-1,2,3,4-tetrahydroisoquinoline and 2-bromoacetyl bromide with 2-chlorobenzylamine Product: C(C1=CC=CC=C1)C1N(CCC2=CC=CC=C12)CC(=O)NCC1=C(C=CC=C1)Cl (2-(1-Benzyl-3,4-dihydro-1H-isoquinolin-2-yl)-N-(2-chloro-benzyl)-acetamide). Reactants: C1=CN(C=N1)C(=O)N2C=CN=C2 (CDI), C(C1=CC=CC=C1)NC1=NC(=CC(=C1N)NCC1=CC=CC=C1)C=1N(C=CN1)C (N*2*,N*4*-Dibenzyl-6-(1-methyl-1H-imidazol-2-yl)-pyridine-2,3,4-triamine). Run in CN(C)C=O (DMF). Conditions: temperature 60 celsius, time 16 hour. The product is NC1=NC(=CC2=C1NC(N2CC2=CC=CC=C2)=O)C=2N(C=CN2)C (4-Amino-1-benzyl-6-(1-methyl-1H-imidazol-2-yl)-1,3-dihydro-imidazo[4,5-c]pyridine-2-one). RXN SMILES: C1N=CN([C:6](N2C=NC=C2)=[O:7])C=1.C([NH:20][C:21]1[C:26]([NH2:27])=[C:25]([NH:28][CH2:29][C:30]2[CH:35]=[CH:34][CH:33]=[CH:32][CH:31]=2)[CH:24]=[C:23]([C:36]2[N:37]([CH3:41])[CH:38]=[CH:39][N:40]=2)[N:22]=1)C1C=CC=CC=1>CN(C=O)C>[NH2:20][C:21]1[C:26]2[NH:27][C:6](=[O:7])[N:28]([CH2:29][C:30]3[CH:31]=[CH:32][CH:33]=[CH:34][CH:35]=3)[C:25]=2[CH:24]=[C:23]([C:36]2[N:37]([CH3:41])[CH:38]=[CH:39][N:40]=2)[N:22]=1. Procedure: CDI (184 mg, 1.13 mmol) was added to a solution of the N*2*,N*4*-Dibenzyl-6-(1-methyl-1H-imidazol-2-yl)-pyridine-2,3,4-triamine (218 mg, 0.567 mmol) in DMF (3 ml) in a ReactiVial. The vial was flushed with nitrogen then sealed and heated in an aluminium block at 60° C. (block temperature). The dark brown solution was left to stir at this temperature for 16 hrs. The solution was concentrated under high-vacuum then dissolved in concentrated sulphuric acid (5 ml). The brown solution was left to sti... Starting materials: CCOC(=O)CBr, CCOCC, NC1CC1. The product is CCOC(=O)CNC1CC1. RXN SMILES: [Br:1][CH2:2][C:3](=[O:4])[O:5][CH2:6][CH3:7].[CH3:12][CH2:13][O:14][CH2:15][CH3:16].[CH:8]1([NH2:11])[CH2:9][CH2:10]1>>[CH2:2]([C:3](=[O:4])[O:5][CH2:6][CH3:7])[NH:11][CH:8]1[CH2:9][CH2:10]1. Reaction SMILES: C(O[C:4]([C:6]1[C:10]([C:11]2[CH:16]=[CH:15][CH:14]=[CH:13][CH:12]=2)=[CH:9][S:8][C:7]=1[NH2:17])=[O:5])C.Cl.[CH:19]([CH2:22][C:23]([NH2:25])=N)(C)C.[CH2:26](O)C>>[CH:22]([C:23]1[NH:25][C:4](=[O:5])[C:6]2[C:10]([C:11]3[CH:12]=[CH:13][CH:14]=[CH:15][CH:16]=3)=[CH:9][S:8][C:7]=2[N:17]=1)([CH3:19])[CH3:26] |f:1.2|. Product: C(C)(C)C=1NC(C2=C(N1)SC=C2C2=CC=CC=C2)=O (2-Isopropyl-5-phenyl-3H-thieno[2,3-d]pyrimidin-4-one). Starting materials: C(C)OC(=O)C1=C(SC=C1C1=CC=CC=C1)N (2-amino-4-phenylthiophene-3-carboxylic acid ethyl ester), Cl.C(C)(C)CC(=N)N (isopropylacetamidine hydrochloride), C(C)O (ethanol). Procedure details: A stirred mixture of 2-amino-4-phenylthiophene-3-carboxylic acid ethyl ester (350.43 g, 1.54 mol), isopropylacetamidine hydrochloride (958.75 g, 7.7 mol) and ethanol (1500 ml) was heated under reflux for 18 hours then allowed to cool to ambient temperature. The resulting solid was collected by filtration, washed with a little cold ethanol, then crystallised from ethanol to give 2-Isopropyl-5-phenyl-3H-thieno[2,3-d]pyrimidin-4-one as a yellow solid which was used without further purification. RXN SMILES: [N:1]1[CH:6]=[CH:5][CH:4]=[CH:3][C:2]=1[CH2:7][C:8]([NH2:10])=[S:9].O.[CH2:12](N)[C:13]#[CH:14]>C(O)C>[CH2:14]([NH:10][C:8](=[S:9])[CH2:7][C:2]1[CH:3]=[CH:4][CH:5]=[CH:6][N:1]=1)[C:13]#[CH:12]. The solvent is C(C)O (Ethanol). Product: C(C#C)NC(CC1=NC=CC=C1)=S (N-propargyl-2-(2-pyridyl)thioacetamide). Procedure details: To 4.0 g. (0.026 mole) of 2-(2-pyridyl)thioacetamide in 20 ml. of water at 0°C. is added 2.9 g. (0.053 mole) of propargylamine with stirring and the resulting suspension is allowed to stand overnight at 5°C. Ethanol (5 ml.) is added and the mixture is stirred for 5 hours, then extracted with dichloromethane. The extracts are dried and concentrated. The residue is chromatographed on a silica gel "dry-column", using 1:10 ethyl acetate/ether as the eluant. The product fraction is treated with charc... Reactants: N1=C(C=CC=C1)CC(=S)N (2-(2-pyridyl)thioacetamide), O (water), C(C#C)N (propargylamine). Conditions: time 8 hour. The reactants are [OH-].[K+] (KOH), CN1CC2=C(N(C=3C=CC(=CC23)C)CC(C)(O)C2=NC=CN=C2)CC1 (1-(1,2,3,4-tetrahydro-2,8-dimethylpyrido[4,3-b]indol-5-yl)-2-(pyrazin-2-yl)propan-2-ol), S(=O)(Cl)Cl (thionyl chloride). Run in O (water), C(Cl)Cl (DCM), C(Cl)Cl (DCM). Reaction conditions: time 30 minute. Product: CN1CC2=C(N(C=3C=CC(=CC23)C)\C=C(/C)\C2=NC=CN=C2)CC1 ((E)-2,8-dimethyl-5-(2-(pyrazin-2-yl)prop-1-enyl)-2,3,4,5-tetrahydro-1H-pyrido[4,3-b]indole). Reaction SMILES: [CH3:1][N:2]1[CH2:25][CH2:24][C:5]2[N:6]([CH2:14][C:15]([C:18]3[CH:23]=[N:22][CH:21]=[CH:20][N:19]=3)(O)[CH3:16])[C:7]3[CH:8]=[CH:9][C:10]([CH3:13])=[CH:11][C:12]=3[C:4]=2[CH2:3]1.S(Cl)(Cl)=O.[OH-].[K+]>C(Cl)Cl.O>[CH3:1][N:2]1[CH2:25][CH2:24][C:5]2[N:6](/[CH:14]=[C:15](/[C:18]3[CH:23]=[N:22][CH:21]=[CH:20][N:19]=3)\[CH3:16])[C:7]3[CH:8]=[CH:9][C:10]([CH3:13])=[CH:11][C:12]=3[C:4]=2[CH2:3]1 |f:2.3|. Procedure details: To a solution of 1-(1,2,3,4-tetrahydro-2,8-dimethylpyrido[4,3-b]indol-5-yl)-2-(pyrazin-2-yl)propan-2-ol (336 mg, 1.0 mmol) in DCM (8 mL) was added at 0° C. a solution of thionyl chloride (594 mg, 5 mmol) in DCM (8 mL). The reaction mixture was stirred at RT for 30 min., volatiles were evaporated under reduced pressure and the residue was dissolved in N-methyl-2-pyrrolidone (4 mL). KOH (392 mg, 7.0 mmol) was added and the reaction mixture was stirred at RT for 5 min. and at 100° C. for 30 min. Th... Reactants: CCOCC, CO, CC(C)=O, CCCCCCCCCCCCC(O)CC#CCCCC(=O)O. The product is CCCCCCCCCCCCC(=O)CC#CCCCC(=O)O. As a reaction SMILES: [CH3:24][CH2:25][O:26][CH2:27][CH3:28].[CH3:29][OH:30].[CH3:31][C:32](=[O:33])[CH3:34].[OH:1][CH:2]([CH2:3][C:4]#[C:5][CH2:6][CH2:7][CH2:8][C:9](=[O:10])[OH:11])[CH2:12][CH2:13][CH2:14][CH2:15][CH2:16][CH2:17][CH2:18][CH2:19][CH2:20][CH2:21][CH2:22][CH3:23]>>[O:1]=[C:2]([CH2:3][C:4]#[C:5][CH2:6][CH2:7][CH2:8][C:9](=[O:10])[OH:11])[CH2:12][CH2:13][CH2:14][CH2:15][CH2:16][CH2:17][CH2:18][CH2:19][CH2:20][CH2:21][CH2:22][CH3:23]. Starting materials: O=C([O-])[O-], CC(C)=O, ClCCBr, [K+], [K+], CCOC(=O)C1CCCNC1. Product: CCOC(=O)C1CCCN(CCCl)C1. RXN SMILES: [C:16](=[O:17])([O-:18])[O-:19].[CH3:22][C:23](=[O:24])[CH3:25].[Cl:12][CH2:13][CH2:14][Br:15].[K+:20].[K+:21].[NH:1]1[CH2:2][CH:3]([C:7](=[O:8])[O:9][CH2:10][CH3:11])[CH2:4][CH2:5][CH2:6]1>>[N:1]1([CH2:14][CH2:13][Cl:12])[CH2:2][CH:3]([C:7](=[O:8])[O:9][CH2:10][CH3:11])[CH2:4][CH2:5][CH2:6]1. As a reaction SMILES: [C:1]([O:5][C:6](=[O:25])[NH:7][C:8]1[CH:13]=[C:12]([N:14]2[CH2:19][CH2:18][CH2:17][CH2:16][CH2:15]2)[C:11]([C:20]#[N:21])=[CH:10][C:9]=1[N+:22]([O-])=O)([CH3:4])([CH3:3])[CH3:2].O.O.Cl[Sn]Cl>>[C:1]([O:5][C:6](=[O:25])[NH:7][C:8]1[CH:13]=[C:12]([N:14]2[CH2:19][CH2:18][CH2:17][CH2:16][CH2:15]2)[C:11]([C:20]#[N:21])=[CH:10][C:9]=1[NH2:22])([CH3:4])([CH3:2])[CH3:3] |f:1.2.3|. Isolated yield 99.0%. Procedure details: The title compound was prepared from (4-cyano-2-nitro-5-piperidin-1-yl-phenyl)-carbamic acid tert-butyl ester (Example C30) (2.08 g, 5.71 mmol) by reduction with SnCl2.2H2O according to the general procedure J (method b). Obtained as an off-white solid (1.67 g, 99%). The reactants are C(C)(C)(C)OC(NC1=C(C=C(C(=C1)N1CCCCC1)C#N)[N+](=O)[O-])=O ((4-cyano-2-nitro-5-piperidin-1-yl-phenyl)-carbamic acid tert-butyl ester), O.O.Cl[Sn]Cl (SnCl2.2H2O). The product is C(C)(C)(C)OC(NC1=C(C=C(C(=C1)N1CCCCC1)C#N)N)=O ((2-Amino-4-cyano-5-piperidin-1-yl-phenyl)-carbamic acid tert-butyl ester), solid.